Task: describe an organic reaction: reactants, conditions, products, and yield. Dataset: the Open Reaction Database (ORD), a public repository of structured organic reaction records Starting materials: N#CC1CN1, CCOCC, Cc1ccccc1S(=O)(=O)N=C=O. The product is Cc1ccccc1S(=O)(=O)NC(=O)N1CC1C#N. As a reaction SMILES: [C:1](#[N:2])[CH:3]1[NH:4][CH2:5]1.[CH3:19][CH2:20][O:21][CH2:22][CH3:23].[c:6]1([CH3:18])[c:7]([S:12](=[O:13])(=[O:14])[N:15]=[C:16]=[O:17])[cH:8][cH:9][cH:10][cH:11]1>>[C:1](#[N:2])[CH:3]1[N:4]([C:16]([NH:15][S:12]([c:7]2[c:6]([CH3:18])[cH:11][cH:10][cH:9][cH:8]2)(=[O:13])=[O:14])=[O:17])[CH2:5]1. As a reaction SMILES: [CH3:39][c:40]1[cH:41][cH:42][cH:43][cH:44][cH:45]1.[I:1][c:2]1[n:3][c:4]([CH3:23])[cH:5][cH:6][c:7]1[O:8][c:9]1[cH:10][cH:11][n:12][c:13]2[cH:14][c:15]([O:21][CH3:22])[c:16]([O:19][CH3:20])[cH:17][c:18]12.[Na+:34].[OH:24][B:25]([OH:26])[c:27]1[cH:28][cH:29][c:30]([F:31])[cH:32][cH:33]1.[OH:35][C:36](=[O:37])[O-:38]>>[c:2]1(-[c:27]2[cH:28][cH:29][c:30]([F:31])[cH:32][cH:33]2)[n:3][c:4]([CH3:23])[cH:5][cH:6][c:7]1[O:8][c:9]1[cH:10][cH:11][n:12][c:13]2[cH:14][c:15]([O:21][CH3:22])[c:16]([O:19][CH3:20])[cH:17][c:18]12. Starting materials: Cc1ccccc1, COc1cc2nccc(Oc3ccc(C)nc3I)c2cc1OC, [Na+], OB(O)c1ccc(F)cc1, O=C([O-])O. Yields the product COc1cc2nccc(Oc3ccc(C)nc3-c3ccc(F)cc3)c2cc1OC. The reactants are [OH-].[K+] (potassium hydroxide), C1(=CC=CC2=CC=CC=C12)O (1-naphthol), CC(C)(C(Cl)(Cl)Cl)O (chlorobutanol), ClCC(CCCl)O (1,4-dichloro-2-butanol). The solvent is O (water), C(Cl)(Cl)Cl (chloroform), O (water). Run at temperature 65 celsius. Yields the product ClCCC(COC1=CC=CC2=CC=CC=C12)O (4-Chloro-1-(naphthyloxy)-2-butanol). Reaction SMILES: [C:1]1([OH:11])[C:10]2[C:5](=[CH:6][CH:7]=[CH:8][CH:9]=2)[CH:4]=[CH:3][CH:2]=1.[OH-].[K+].Cl[CH2:15][CH:16]([OH:20])[CH2:17][CH2:18][Cl:19].CC(O)(C(Cl)(Cl)Cl)C>C(Cl)(Cl)Cl.O>[Cl:19][CH2:18][CH2:17][CH:16]([OH:20])[CH2:15][O:11][C:1]1[C:10]2[C:5](=[CH:6][CH:7]=[CH:8][CH:9]=2)[CH:4]=[CH:3][CH:2]=1 |f:1.2|. Reported procedure: To a mixture of 1 mole (147 g.) of 1-naphthol, 350 ml. of water and 2 moles (112 g.) of potassium hydroxide was added at 54° C. 1 mole (143 g.) of 1,4-dichloro-2-butanol. The temperature of the reaction mixture was kept below 60° C. during the addition of the chlorobutanol. The reaction mixture was heated at 65° C. for 12 hr., then mixed with 500 ml. of water and 350 ml. of chloroform. The chloroform layer was separated, washed with water, dried over sodium sulfate, concentrated and the residual... Solvent: C1CCOC1 (THF), CCO (EtOH), C1CCOC1 (THF). Procedure details: A solution of trans-2-dimethylaminocyclohexanol (61.1 g.; 0.427 mole) in 85 ml. of THF was added during 5 minutes to a suspension of NaH (17.97 g.; 0.427 mole of 57% dispersion in mineral oil) in 250 ml. of THF, and the mixture was heated at 95° for 2 hours. It was cooled to 10°, and treated dropwise with methanesulfonyl chloride (48.91 g.; 0.427 mole) during 40 minutes keeping the temperature at 15°. N-Methylbenzylamide (103.48 g.; 0.854 mole distilled) was then added, THF was evaporated and he... Reaction conditions: time 18 hour. RXN SMILES: CN(C)[C@@H]1CCCC[C@H]1O.[H-].[Na+].CS(Cl)(=O)=O.C[N-]CC1C=CC=CC=1.[CH3:27][N:28]([CH3:44])[CH:29]1[CH2:34][CH2:33][CH2:32][CH2:31][CH:30]1[N:35](C)[CH2:36]C1C=CC=CC=1>[Pd].CCO.C1COCC1>[CH3:27][N:28]([CH3:44])[C@@H:29]1[CH2:34][CH2:33][CH2:32][CH2:31][C@H:30]1[NH:35][CH3:36] |f:1.2|. The product is CN([C@H]1[C@@H](CCCC1)NC)C (trans-N,N,N'-Trimethyl-1,2-cyclohexanediamine). The reagents and catalysts are [Pd] (Pd-C). The reactants are CN([C@H]1[C@@H](CCCC1)O)C (trans-2-dimethylaminocyclohexanol), CN(C1C(CCCC1)N(CC1=CC=CC=C1)C)C (N,N,N'-trimethyl-N'-benzyl-1,2-cyclohexanediamine), C[N-]CC1=CC=CC=C1 (N-Methylbenzylamide), [H-].[Na+] (NaH), 51, CS(=O)(=O)Cl (methanesulfonyl chloride), HClO4. The reactants are BrC(Br)(Br)Br, ClCCl, OC1CCC2(CC1)OCCO2, c1ccc(P(c2ccccc2)c2ccccc2)cc1. Yields the product BrC1CCC2(CC1)OCCO2. As a reaction SMILES: [C:12]([Br:13])([Br:14])([Br:15])[Br:16].[CH2:36]([Cl:37])[Cl:38].[O:1]1[CH2:2][CH2:3][O:4][C:5]12[CH2:6][CH2:7][CH:8]([OH:11])[CH2:9][CH2:10]2.[c:17]1([P:18]([c:19]2[cH:20][cH:21][cH:22][cH:23][cH:24]2)[c:25]2[cH:26][cH:27][cH:28][cH:29][cH:30]2)[cH:31][cH:32][cH:33][cH:34][cH:35]1>>[O:1]1[CH2:2][CH2:3][O:4][C:5]12[CH2:6][CH2:7][CH:8]([Br:13])[CH2:9][CH2:10]2. Starting materials: O=C([O-])[O-], CC1NC(=O)CC1(O)C1CC1, [Cs+], [Cs+], N#Cc1ccc(I)cc1C(F)(F)F, O=C(C=Cc1ccccc1)C=Cc1ccccc1, O=C(C=Cc1ccccc1)C=Cc1ccccc1, O=C(C=Cc1ccccc1)C=Cc1ccccc1, [Pd], [Pd], CC1(C)c2cccc(P(c3ccccc3)c3ccccc3)c2Oc2c(P(c3ccccc3)c3ccccc3)cccc21. Product: CC1N(c2ccc(C#N)c(C(F)(F)F)c2)C(=O)CC1(O)C1CC1. As a reaction SMILES: [C:67](=[O:68])([O-:69])[O-:70].[CH:14]1([C:17]2([OH:24])[CH2:18][C:19](=[O:23])[NH:20][CH:21]2[CH3:22])[CH2:15][CH2:16]1.[Cs+:71].[Cs+:72].[I:1][c:2]1[cH:3][c:4]([C:10]([F:11])([F:12])[F:13])[c:5]([C:6]#[N:7])[cH:8][cH:9]1.[O:111]=[C:112]([CH:113]=[CH:114][c:115]1[cH:116][cH:117][cH:118][cH:119][cH:120]1)[CH:121]=[CH:122][c:123]1[cH:124][cH:125][cH:126][cH:127][cH:128]1.[O:75]=[C:76]([CH:77]=[CH:78][c:79]1[cH:80][cH:81][cH:82][cH:83][cH:84]1)[CH:85]=[CH:86][c:87]1[cH:88][cH:89][cH:90][cH:91][cH:92]1.[O:93]=[C:94]([CH:95]=[CH:96][c:97]1[cH:98][cH:99][cH:100][cH:101][cH:102]1)[CH:103]=[CH:104][c:105]1[cH:106][cH:107][cH:108][cH:109][cH:110]1.[Pd:73].[Pd:74].[c:25]1([P:26]([c:27]2[cH:28][cH:29][cH:30][cH:31][cH:32]2)[c:33]2[c:34]3[c:58]([cH:59][cH:60][cH:61]2)[C:55]([CH3:56])([CH3:57])[c:37]2[c:36]([c:41]([P:42]([c:43]4[cH:44][cH:45][cH:46][cH:47][cH:48]4)[c:49]4[cH:50][cH:51][cH:52][cH:53][cH:54]4)[cH:40][cH:39][cH:38]2)[O:35]3)[cH:62][cH:63][cH:64][cH:65][cH:66]1>>[c:2]1([N:20]2[C:19](=[O:23])[CH2:18][C:17]([CH:14]3[CH2:15][CH2:16]3)([OH:24])[CH:21]2[CH3:22])[cH:3][c:4]([C:10]([F:11])([F:12])[F:13])[c:5]([C:6]#[N:7])[cH:8][cH:9]1.